This data is from the Open Reaction Database (ORD), a public repository of structured organic reaction records. The task is: describe an organic reaction: reactants, conditions, products, and yield The reactants are BrC1=CC=CC(=N1)C=1C=C(C(=O)OCC)C=CC1 (ethyl 3-(6-bromo-pyridin-2-yl)-benzoate), C(C)(C)C1=CC=C(C=C1)B(O)O (4-isopropylbenzeneboronic acid), C([O-])([O-])=O.[Na+].[Na+] (sodium carbonate). Reported procedure: Part B. A solution of ethyl 3-(6-bromo-pyridin-2-yl)-benzoate (154 mg, 0.5 mmol) and 4-isopropylbenzeneboronic acid (83 mg, 0.5 mmol) in acetonitrile is treated with a solution of sodium carbonate (160 mg) in water (1 mL). The mixture is degassed twice, and a catalytic amount of tetrakis(triphenylphosphine)palladium is added under the protection of nitrogen. The reaction mixture is stirred at 80° C. until the consumption of starting material is observed by TLC. The mixture is cooled, filtered an... Solvent: C(C)#N (acetonitrile), O (water). The yield is 69.5%. Reaction conditions: temperature 80 celsius. The product is C(C)(C)C1=CC=C(C=C1)C1=CC=CC(=N1)C=1C=C(C(=O)OCC)C=CC1 (ethyl 3-[6-(4-isopropyl-phenyl)-pyridin-2-yl]-benzoate). As a reaction SMILES: Br[C:2]1[N:7]=[C:6]([C:8]2[CH:9]=[C:10]([CH:16]=[CH:17][CH:18]=2)[C:11]([O:13][CH2:14][CH3:15])=[O:12])[CH:5]=[CH:4][CH:3]=1.[CH:19]([C:22]1[CH:27]=[CH:26][C:25](B(O)O)=[CH:24][CH:23]=1)([CH3:21])[CH3:20].C(=O)([O-])[O-].[Na+].[Na+]>C(#N)C.O>[CH:19]([C:22]1[CH:27]=[CH:26][C:25]([C:2]2[N:7]=[C:6]([C:8]3[CH:9]=[C:10]([CH:16]=[CH:17][CH:18]=3)[C:11]([O:13][CH2:14][CH3:15])=[O:12])[CH:5]=[CH:4][CH:3]=2)=[CH:24][CH:23]=1)([CH3:21])[CH3:20] |f:2.3.4|. Starting materials: CC(CN1CCCC1)(C)[N+](=O)[O-] (N-(2-methyl-2-nitro-propyl)-pyrrolidine), CI (methyl iodide). The solvent is C1(=CC=CC=C1)C (toluene), C1(=CC=CC=C1)C (toluene). Reaction conditions: temperature 80 celsius, time 6 hour. Yields the product [I-].C[N+]1(CCCC1)CC(C)([N+](=O)[O-])C (N-methyl-N-(2-methyl-2-nitro-propyl)-pyrrolidinium iodide). RXN SMILES: [CH3:1][C:2]([N+:10]([O-:12])=[O:11])([CH3:9])[CH2:3][N:4]1[CH2:8][CH2:7][CH2:6][CH2:5]1.[CH3:13][I:14]>C1(C)C=CC=CC=1>[I-:14].[CH3:13][N+:4]1([CH2:3][C:2]([CH3:1])([N+:10]([O-:12])=[O:11])[CH3:9])[CH2:8][CH2:7][CH2:6][CH2:5]1 |f:3.4|. Reported procedure: Here, N-methyl-N-(2-methyl-2-nitro-propyl)-pyrrolidinium iodide was prepared by dissolving N-(2-methyl-2-nitro-propyl)-pyrrolidine (70 g, 0.4 mol) in toluene (100 mls), and thereafter under ice bath conditions adding drop wise methyl iodide (58 g, 26 mls, 0.41 mol) in toluene (70 mls) over a period of time of 30 minutes. After the addition was complete, the ice bath was removed and the solution was heated to a temperature of 80° C. A white solid was observed to precipitate. Stirring and heating ... Reactants: Cl.C(C1=CC=CC=C1)(=O)N1N=C(C2=CC=CC=C12)C1CCN(CC1)C (1-benzoyl-3-(1-methyl-4-piperidinyl)-1H-indazole hydrochloride), C([O-])([O-])=O.[K+].[K+] (potassium carbonate), N#CBr (cyanogen bromide). The solvent is C(Cl)(Cl)Cl (chloroform). Product: C(C1=CC=CC=C1)(=O)N1N=C(C2=CC=CC=C12)C1CCN(CC1)C#N (4-(1-Benzoyl-1H-indazol-3-yl)piperidine-1-carbonitrile). Isolated yield 28.2%. Reaction SMILES: Cl.[C:2]([N:10]1[C:18]2[C:13](=[CH:14][CH:15]=[CH:16][CH:17]=2)[C:12]([CH:19]2[CH2:24][CH2:23][N:22]([CH3:25])[CH2:21][CH2:20]2)=[N:11]1)(=[O:9])[C:3]1[CH:8]=[CH:7][CH:6]=[CH:5][CH:4]=1.C(=O)([O-])[O-].[K+].[K+].[N:32]#CBr>C(Cl)(Cl)Cl>[C:2]([N:10]1[C:18]2[C:13](=[CH:14][CH:15]=[CH:16][CH:17]=2)[C:12]([CH:19]2[CH2:24][CH2:23][N:22]([C:25]#[N:32])[CH2:21][CH2:20]2)=[N:11]1)(=[O:9])[C:3]1[CH:8]=[CH:7][CH:6]=[CH:5][CH:4]=1 |f:0.1,2.3.4|. Procedure: A sample of 8.4 g of 1-benzoyl-3-(1-methyl-4-piperidinyl)-1H-indazole hydrochloride was converted to its free base and the base was dissolved in 135 ml of chloroform. The solution was stirred and 4.0 g of potassium carbonate was added followed by 2.7 g of cyanogen bromide. The reaction mixture was stirred under reflux for 16 hrs. The mixture was filtered, and the solvent was removed in vacuo. The mixture was chromatographed on a high-pressure column chromatography apparatus (silica gel), eluting... Starting materials: O=C1CCc2cc(Br)ccc21, O=C([O-])[O-], CCOC(C)=O, [K+], [K+], CN(C)C=O, O, c1c[nH]nn1. Yields the product O=C1CCc2cc(-n3nccn3)ccc21. RXN SMILES: [Br:1][c:2]1[cH:3][c:4]2[c:8]([cH:9][cH:10]1)[C:7](=[O:11])[CH2:6][CH2:5]2.[C:17](=[O:18])([O-:19])[O-:20].[CH3:28][CH2:29][O:30][C:31](=[O:32])[CH3:33].[K+:21].[K+:22].[O:23]=[CH:24][N:25]([CH3:26])[CH3:27].[OH2:34].[nH:12]1[n:13][n:14][cH:15][cH:16]1>>[c:2]1(-[n:13]2[n:12][cH:16][cH:15][n:14]2)[cH:3][c:4]2[c:8]([cH:9][cH:10]1)[C:7](=[O:11])[CH2:6][CH2:5]2. The reactants are ClC1=CC=2N(C3=CC=CC=C3SC2C=C1)CCCN1CCN(CC1)CCOC1=CC=C(C=C1)OCCCN1C(C=2C(C1=O)=CC=CC2)=O (1-[3-(2-chloro-10H-phenothiazin-10-yl)propyl]-4-[2-[4-(3-phthalimidopropyloxy)phenoxy]ethyl]piperazine), O.NN (hydrazine hydrate). Solvent: C(C)O (ethanol). Yields the product Cl.Cl.Cl.ClC1=CC=2N(C3=CC=CC=C3SC2C=C1)CCCN1CCN(CC1)CCOC1=CC=C(C=C1)OCCCN (3-[[4-[2-[4-[3-(2-chloro-10H-phenothiazin-10-yl)propyl]-1-piperazinyl]ethoxy]phenyl]oxy]propanamine trihydrochloride). RXN SMILES: [Cl:1][C:2]1[CH:15]=[CH:14][C:13]2[S:12][C:11]3[C:6](=[CH:7][CH:8]=[CH:9][CH:10]=3)[N:5]([CH2:16][CH2:17][CH2:18][N:19]3[CH2:24][CH2:23][N:22]([CH2:25][CH2:26][O:27][C:28]4[CH:33]=[CH:32][C:31]([O:34][CH2:35][CH2:36][CH2:37][N:38]5C(=O)C6=CC=CC=C6C5=O)=[CH:30][CH:29]=4)[CH2:21][CH2:20]3)[C:4]=2[CH:3]=1.O.NN>C(O)C>[ClH:1].[ClH:1].[ClH:1].[Cl:1][C:2]1[CH:15]=[CH:14][C:13]2[S:12][C:11]3[C:6](=[CH:7][CH:8]=[CH:9][CH:10]=3)[N:5]([CH2:16][CH2:17][CH2:18][N:19]3[CH2:20][CH2:21][N:22]([CH2:25][CH2:26][O:27][C:28]4[CH:29]=[CH:30][C:31]([O:34][CH2:35][CH2:36][CH2:37][NH2:38])=[CH:32][CH:33]=4)[CH2:23][CH2:24]3)[C:4]=2[CH:3]=1 |f:1.2,4.5.6.7|. Reported procedure: To 500 ml of ethanol containing 1-[3-(2-chloro-10H-phenothiazin-10-yl)propyl]-4-[2-[4-(3-phthalimidopropyloxy)phenoxy]ethyl]piperazine (10.5 g) was added 85% hydrazine hydrate (2.95 g). The solution was stirred and refluxed for 24 hours. The insoluble phthalazinedione was then removed by filtration and the filtrate concentrated in vacuo. Water (200 ml) and concentrated ammonium hydroxide (50 ml) was added to the residue. The oil was extracted with dichloromethane and the solution dried over anhy...